From a dataset of the Open Reaction Database (ORD), a public repository of structured organic reaction records. describe an organic reaction: reactants, conditions, products, and yield Reaction SMILES: [CH2:1]([CH3:2])[O:3][C:4](=[O:5])[c:6]1[c:7]([OH:18])[n:8][c:9](-[c:12]2[n:13][cH:14][cH:15][cH:16][n:17]2)[n:10][cH:11]1.[P:19]([Cl:20])([Cl:21])([Cl:22])=[O:23]>>[CH2:1]([CH3:2])[O:3][C:4](=[O:5])[c:6]1[c:7]([Cl:21])[n:8][c:9](-[c:12]2[n:13][cH:14][cH:15][cH:16][n:17]2)[n:10][cH:11]1. Reactants: CCOC(=O)c1cnc(-c2ncccn2)nc1O, O=P(Cl)(Cl)Cl. The product is CCOC(=O)c1cnc(-c2ncccn2)nc1Cl.